Dataset: the Open Reaction Database (ORD), a public repository of structured organic reaction records. Task: describe an organic reaction: reactants, conditions, products, and yield Reactants: ( R ), C(CCCCCC(=O)O)(=O)O (pimelic acid), C(CCCCCC(=O)OC)(=O)OC (dimethyl pimelate), Cl (hydrochloric acid), C(CCC)OCCCC (di-n-butyl ether). The solvent is CO (methanol). Product: C(CCCCCC(=O)O)(=O)OC (methyl hydrogen pimelate). As a reaction SMILES: C(O)(=O)CCCCCC(O)=O.[C:12]([O:23]C)(=[O:22])[CH2:13][CH2:14][CH2:15][CH2:16][CH2:17][C:18]([O:20][CH3:21])=[O:19].Cl.C(OCCCC)CCC>CO>[C:18]([O:20][CH3:21])(=[O:19])[CH2:17][CH2:16][CH2:15][CH2:14][CH2:13][C:12]([OH:23])=[O:22]. Procedure: According to a feature of the present invention there is provided, a process for the synthesis of EXOCHELIN 772SM(R) comprising the steps of reacting a mixture of pimelic acid, dimethyl pimelate, hydrochloric acid, methanol and di-n-butyl ether to produce methyl hydrogen pimelate and then mixing the methyl hydrogen pimelate with thionyl chloride and dimethyl formamide to generate methylpimeloyl chloride which was stored for later reaction. This was then added to a suspension of O-benzyl hydroxyl...